Dataset: the Open Reaction Database (ORD), a public repository of structured organic reaction records. Task: describe an organic reaction: reactants, conditions, products, and yield Starting materials: ClC1=C(C(N(C2=CC=CC=C12)CCOCC)=O)C#N (4-Chloro-1-(2-ethoxy-ethyl)-2-oxo-1,2-dihydro-quinoline-3-carbonitrile), C(C)(C)(C)OC(=O)N1CC(C1)N (3-Amino-azetidine-1-carboxylic acid tert-butyl ester), [H-].[Na+] (NaH). Conditions: time 2 hour. Product: C(C)(C)(C)OC(=O)N1CC(C1)NC1=C(C(N(C2=CC=CC=C12)CCOCC)=O)C#N (3-[3-Cyano-1-(2-ethoxy-ethyl)-2-oxo-1,2-dihydro-quinolin-4-ylamino]-azetidine-1-carboxylic acid tert-butyl ester). RXN SMILES: Cl[C:2]1[C:11]2[C:6](=[CH:7][CH:8]=[CH:9][CH:10]=2)[N:5]([CH2:12][CH2:13][O:14][CH2:15][CH3:16])[C:4](=[O:17])[C:3]=1[C:18]#[N:19].[C:20]([O:24][C:25]([N:27]1[CH2:30][CH:29]([NH2:31])[CH2:28]1)=[O:26])([CH3:23])([CH3:22])[CH3:21].[H-].[Na+]>>[C:20]([O:24][C:25]([N:27]1[CH2:30][CH:29]([NH:31][C:2]2[C:11]3[C:6](=[CH:7][CH:8]=[CH:9][CH:10]=3)[N:5]([CH2:12][CH2:13][O:14][CH2:15][CH3:16])[C:4](=[O:17])[C:3]=2[C:18]#[N:19])[CH2:28]1)=[O:26])([CH3:23])([CH3:21])[CH3:22] |f:2.3|. Procedure: To a stirred solution of 4-Chloro-1-(2-ethoxy-ethyl)-2-oxo-1,2-dihydro-quinoline-3-carbonitrile (1 eq, 0.100 g, 0.36 mmole) in N,N′-dimethylfomamide was added commercially available 3-Amino-azetidine-1-carboxylic acid tert-butyl ester (1.1 eq, 0.068 g, 0.39 mmole) and treated with 60% NaH oil dispersion (1.5 eq, 0.013 g, 0.54 mmole). After stirring for 2 h, reaction was quenched with 10% HCl aq. (1 ml) then H2O (5 ml). A solid formed that was collected and dried. No further purification was nece... Starting materials: [Li+].[AlH4-] (Li[AlH4]), ice water, BrC1(C(=C(C(=C1C1=CC=CC=C1)C1=CC=CC=C1)C1=CC=CC=C1)C1=CC=CC=C1)C1=CC=C(C=C1)C=C (5-bromo-1,2,3,4-tetraphenyl-5-p-vinylphenylcyclopenta-1,3-diene), Cl (hydrochloric acid), [Li+].[AlH4-] (Li[AlH4]). Run in CCOCC (ether), CCOCC (ether). The product is C1(=CC=CC=C1)C1=C(C(=C(C1C1=CC=C(C=C1)C=C)C1=CC=CC=C1)C1=CC=CC=C1)C1=CC=CC=C1 (1,2,3,4-Tetraphenyl-5-p-vinylphenylcyclopenta-1,3-diene). RXN SMILES: Br[C:2]1([C:31]2[CH:36]=[CH:35][C:34]([CH:37]=[CH2:38])=[CH:33][CH:32]=2)[C:6]([C:7]2[CH:12]=[CH:11][CH:10]=[CH:9][CH:8]=2)=[C:5]([C:13]2[CH:18]=[CH:17][CH:16]=[CH:15][CH:14]=2)[C:4]([C:19]2[CH:24]=[CH:23][CH:22]=[CH:21][CH:20]=2)=[C:3]1[C:25]1[CH:30]=[CH:29][CH:28]=[CH:27][CH:26]=1.[Li+].[AlH4-].Cl>CCOCC>[C:7]1([C:6]2[CH:2]([C:31]3[CH:36]=[CH:35][C:34]([CH:37]=[CH2:38])=[CH:33][CH:32]=3)[C:3]([C:25]3[CH:26]=[CH:27][CH:28]=[CH:29][CH:30]=3)=[C:4]([C:19]3[CH:20]=[CH:21][CH:22]=[CH:23][CH:24]=3)[C:5]=2[C:13]2[CH:14]=[CH:15][CH:16]=[CH:17][CH:18]=2)[CH:12]=[CH:11][CH:10]=[CH:9][CH:8]=1 |f:1.2|. Reported procedure: A suspension of 55.1 g (0.1 mol) of 5-bromo-1,2,3,4-tetraphenyl-5-p-vinylphenylcyclopenta-1,3-diene in 300 ml of ether was added in portions to a suspension of 11.5 g (0.3 mol) of Li[AlH4] in 150 ml of ether with stirring. The slightly yellow-brown suspension formed was refluxed for 2 hours to complete the reduction. After cooling to room temperature, excess Li[AlH4] was hydrolyzed first with ice water (caution: vigorous H2 evolution) and then with dilute hydrochloric acid. All volatile organic ... The reactants are C(C)OC(C1=CC(=C(C=C1)Br)CN(C(=O)C1CC1)CC1=CC=CC=C1)=O (3-[(N-Benzyl-N-cyclopropanecarbonyl-amino)-methyl]-4-bromo-benzoic acid ethyl ester), [Li+].[OH-] (LiOH), O (H2O), Cl (HCl), [Li+].[OH-] (LiOH). Run in CO (MeOH), C1CCOC1 (THF). Conditions: time 1 hour. The product is C(C1=CC=CC=C1)N(C(=O)C1CC1)CC=1C=C(C(=O)O)C=CC1Br (3-[(N-benzyl-N-cyclopropanecarbonyl-amino)-methyl]-4-bromo-benzoic acid). Reaction SMILES: C([O:3][C:4](=[O:26])[C:5]1[CH:10]=[CH:9][C:8]([Br:11])=[C:7]([CH2:12][N:13]([CH2:19][C:20]2[CH:25]=[CH:24][CH:23]=[CH:22][CH:21]=2)[C:14]([CH:16]2[CH2:18][CH2:17]2)=[O:15])[CH:6]=1)C.[Li+].[OH-].O.Cl>CO.C1COCC1>[CH2:19]([N:13]([CH2:12][C:7]1[CH:6]=[C:5]([CH:10]=[CH:9][C:8]=1[Br:11])[C:4]([OH:26])=[O:3])[C:14]([CH:16]1[CH2:17][CH2:18]1)=[O:15])[C:20]1[CH:25]=[CH:24][CH:23]=[CH:22][CH:21]=1 |f:1.2|. Reported procedure: 3-[(N-Benzyl-N-cyclopropanecarbonyl-amino)-methyl]-4-bromo-benzoic acid ethyl ester (2.03 g, 4.9 mmol) was treated with 1N aqueous LiOH (10 mL) in MeOH (60 mL) and THF (10 mL). After stirring for 1 hour at room temperature, additional 1N aqueous LiOH (10 mL) was added, and the reaction was stirred for another 2 hours. The mixture was poured into H2O (200 mL) and neutralized with 1N aqueous HCl (50 mL). The solution was extracted three times with EtOAc to give 3-[(N-benzyl-N-cyclopropanecarbonyl-... Reactants: N1CC(C(=O)O)CCC1 (Nipecotic acid), C1(=CC=CC=C1)C(C=O)C1=CC=CC=C1 (diphenylacetaldehyde), C(#N)[BH3-].[Na+] (sodium cyanoborohydride), CC(=O)O (HOAc). Run in CO (MeOH). Conditions: time 8 hour. Product: C1(=CC=CC=C1)C(CN1CC(CCC1)C(=O)O)C1=CC=CC=C1 (1-(2,2-Diphenylethyl)-3-carboxy piperidine). Reaction SMILES: [NH:1]1[CH2:9][CH2:8][CH2:7][CH:3]([C:4]([OH:6])=[O:5])[CH2:2]1.[C:10]1([CH:16]([C:19]2[CH:24]=[CH:23][CH:22]=[CH:21][CH:20]=2)[CH:17]=O)[CH:15]=[CH:14][CH:13]=[CH:12][CH:11]=1.C([BH3-])#N.[Na+].CC(O)=O>CO>[C:10]1([CH:16]([C:19]2[CH:20]=[CH:21][CH:22]=[CH:23][CH:24]=2)[CH2:17][N:1]2[CH2:9][CH2:8][CH2:7][CH:3]([C:4]([OH:6])=[O:5])[CH2:2]2)[CH:15]=[CH:14][CH:13]=[CH:12][CH:11]=1 |f:2.3|. Procedure: Nipecotic acid (300 mg, 2.38 mmol), diphenylacetaldehyde (1.26 mL, 7.13 mmol), sodium cyanoborohydride (448 mg, 7.13 mmol), and HOAc (204 uL, 3.57 mmol) were dissolved in MeOH (20 mL) and stirred at ambient temperature overnight. The solution was concentrated under reduced pressure, take up in ether and 1N NaOH, extract with ether (3×), acidify the aqueous layer with 1N HCl, and extract with EtOAc (3×). The EtOAc layers were dried (MgSO4) and concentrated to give the title compound without furth... Reactants: C(CCCCC)N (n-hexyl amine), N1([C@H](C(=O)O)CCC1)C(=O)OCC1=CC=CC=C1 (Z-Pro-OH), C(C)OC(=O)Cl (chloroformic acid ethyl ester), triethyl amide. The solvent is O1CCCC1 (tetrahydrofuran). Conditions: temperature -10 celsius, time 10 minute. Yields the product N1([C@H](C(=O)O)CCC1)C(=O)OCC1=CC=CC=C1.C(CCCCC)[NH-] (Z-Pro n-hexyl amide). RXN SMILES: [N:1]1([C:9]([O:11][CH2:12][C:13]2[CH:18]=[CH:17][CH:16]=[CH:15][CH:14]=2)=[O:10])[CH2:8][CH2:7][CH2:6][C@H:2]1[C:3]([OH:5])=[O:4].C(OC(Cl)=O)C.[CH2:25]([NH2:31])[CH2:26][CH2:27][CH2:28][CH2:29][CH3:30]>O1CCCC1>[N:1]1([C:9]([O:11][CH2:12][C:13]2[CH:14]=[CH:15][CH:16]=[CH:17][CH:18]=2)=[O:10])[CH2:8][CH2:7][CH2:6][C@H:2]1[C:3]([OH:5])=[O:4].[CH2:25]([NH-:31])[CH2:26][CH2:27][CH2:28][CH2:29][CH3:30] |f:4.5|. Procedure: 50 g (0.1 mol) of Z-Pro-OH were dissolved in 400 ml of anhydrous tetrahydrofuran, 28 ml of triethyl amide were added. The mixture was cooled to -10° and then 19.5 ml (0.2 mol) of chloroformic acid ethyl ester were added dropwise. After stirring for 10 minutes at -10°C, 96 ml (1 mol) of n-hexyl amine were added portionwise at this temperature, and the whole was stirred for another 6 hours without cooling. Subsequently it was evaporated under reduced pressure and taken up with ethyl acetate. The e... Product: O=C(NCCC1CC1)c1ccc(N2CCN(C3=NC(=O)c4ccccc43)CC2)nn1. RXN SMILES: [CH3:32][CH2:33][OH:34].[CH:12]1([CH2:15][CH2:16][NH:17][C:18](=[O:19])[c:20]2[n:21][n:22][c:23]([N:26]3[CH2:27][CH2:28][NH:29][CH2:30][CH2:31]3)[cH:24][cH:25]2)[CH2:13][CH2:14]1.[NH2:1][C:2]1=[N:3][C:4](=[O:11])[c:5]2[cH:6][cH:7][cH:8][cH:9][c:10]21>>[N:1]1([C:2]2=[N:3][C:4](=[O:11])[c:5]3[cH:6][cH:7][cH:8][cH:9][c:10]32)[CH2:28][CH2:27][N:26]([c:23]2[n:22][n:21][c:20]([C:18]([NH:17][CH2:16][CH2:15][CH:12]3[CH2:13][CH2:14]3)=[O:19])[cH:25][cH:24]2)[CH2:31][CH2:30]1. The reactants are CCO, O=C(NCCC1CC1)c1ccc(N2CCNCC2)nn1, NC1=NC(=O)c2ccccc21. Reactants: COC(=O)C(C)=O, Nc1ccc(Cl)c(Cl)c1. Product: COC(=O)C(C)Nc1ccc(Cl)c(Cl)c1. Reaction SMILES: [CH3:10][O:11][C:12](=[O:13])[C:14]([CH3:15])=[O:16].[NH2:1][c:2]1[cH:3][cH:4][c:5]([Cl:6])[c:7]([Cl:8])[cH:9]1>>[NH:1]([c:2]1[cH:3][cH:4][c:5]([Cl:6])[c:7]([Cl:8])[cH:9]1)[CH:14]([C:12]([O:11][CH3:10])=[O:13])[CH3:15].